This data is from the Open Reaction Database (ORD), a public repository of structured organic reaction records. The task is: describe an organic reaction: reactants, conditions, products, and yield Reactants: OC1=C(C=CC(=C1)O)CCNCC(=O)O (N-[(2,4-dihydroxyphenyl)ethyl]glycine), NCC(=O)[O-].NCC(=O)[O-].[Fe+2] (Iron Bis-glycinate), NCC(=O)[O-].[Fe+2].NCC(=O)[O-] (iron glycinate). Run in O (Water). Yields the product [Fe].OC1=C(C=CC(=C1)O)CCNCC(=O)O (N-[(2,4-dihydroxyphenyl)ethyl]glycine Iron). RXN SMILES: [OH:1][C:2]1[CH:7]=[C:6]([OH:8])[CH:5]=[CH:4][C:3]=1[CH2:9][CH2:10][NH:11][CH2:12][C:13]([OH:15])=[O:14].NCC([O-])=O.NCC([O-])=O.[Fe+2:26]>O>[Fe:26].[OH:1][C:2]1[CH:7]=[C:6]([OH:8])[CH:5]=[CH:4][C:3]=1[CH2:9][CH2:10][NH:11][CH2:12][C:13]([OH:15])=[O:14] |f:1.2.3,5.6|. Procedure details: Ingredients. (1) Water 96.50 (2) N-[(2,4-dihydroxyphenyl)ethyl]glycine 1.5 (3) Iron Bis-glycinate 2.0. Procedure. The mixture of all ingredients is heated at 90 to 95 C for 2 hours. The green color of iron glycinate changes to a dark red-brown color. Water is then evaporated off to ½ of its original volume. Ethanol (50 mL) is then added and the mixture cooled. A reddish brown material is formed. The precipitate is filtered and washed with water to remove any unreacted iron glycinate. A reddish b... Starting materials: [OH-].[Na+] (Sodium hydroxide), C(=O)NC1=CC=CC(=N1)C(C(=O)OCC)=O (ethyl 2-(6-formamidopyridin-2-yl)glyoxylate), Cl.NO (hydroxylamine hydrochloride). The solvent is C(C)O (ethanol). Reaction conditions: time 30 minute. Product: C(=O)NC1=CC=CC(=N1)C(C(=O)O)=NO (2-(6-formamidopyridin-2-yl)-2-hydroxyiminoacetic acid). Reaction SMILES: [OH-:1].[Na+].[CH:3]([NH:5][C:6]1[N:11]=[C:10]([C:12](=O)[C:13]([O:15]CC)=[O:14])[CH:9]=[CH:8][CH:7]=1)=[O:4].Cl.[NH2:20]O>C(O)C>[CH:3]([NH:5][C:6]1[N:11]=[C:10]([C:12](=[N:20][OH:1])[C:13]([OH:15])=[O:14])[CH:9]=[CH:8][CH:7]=1)=[O:4] |f:0.1,3.4|. Reported procedure: 1 N Sodium hydroxide (27.5 ml.) was added to a stirred solution of ethyl 2-(6-formamidopyridin-2-yl)glyoxylate (5.55 g.) in ethanol (100 ml.) at room temperature, and the solution was stirred at the same temperature for 30 minutes. To the solution was added hydroxylamine hydrochloride (1.9 g.) all at once, and the solution was stirred at room temperature for 2 hours. After removing ethanol from the resultant solution under reduced pressure, ethylacetate was added to the residue, and then the sol... Starting materials: C1CCOC1, CCOC(=O)c1cn2c(C)nnc2c(Cl)c1Nc1ccc(Br)cc1Cl, Cl, [Na+], [OH-], O. The product is Cc1nnc2c(Cl)c(Nc3ccc(Br)cc3Cl)c(C(=O)O)cn12. RXN SMILES: [CH2:28]1[O:29][CH2:30][CH2:31][CH2:32]1.[CH2:3]([CH3:4])[O:5][C:6](=[O:7])[c:8]1[c:9]([NH:19][c:20]2[c:21]([Cl:27])[cH:22][c:23]([Br:26])[cH:24][cH:25]2)[c:10]([Cl:18])[c:11]2[n:12]([cH:13]1)[c:14]([CH3:17])[n:15][n:16]2.[ClH:33].[Na+:2].[OH-:1].[OH2:34]>>[O:5]=[C:6]([OH:7])[c:8]1[c:9]([NH:19][c:20]2[c:21]([Cl:27])[cH:22][c:23]([Br:26])[cH:24][cH:25]2)[c:10]([Cl:18])[c:11]2[n:12]([cH:13]1)[c:14]([CH3:17])[n:15][n:16]2. Starting materials: C(C)(C)(C)C1=NN(C(=C1)N)C1=C(C=CC=C1)C (3-tert-butyl-1-(2-methylphenyl)-1H-pyrazol-5-amine), BrBr (bromine). Run in O (water), C(C)(=O)O (acetic acid). Conditions: time 5 minute. Product: BrC=1C(=NN(C1N)C1=C(C=CC=C1)C)C(C)(C)C (4-bromo-3-tert-butyl-1-(2-methylphenyl)-1H-pyrazol-5-amine). Isolated yield 73.3%. RXN SMILES: [C:1]([C:5]1[CH:9]=[C:8]([NH2:10])[N:7]([C:11]2[CH:16]=[CH:15][CH:14]=[CH:13][C:12]=2[CH3:17])[N:6]=1)([CH3:4])([CH3:3])[CH3:2].[Br:18]Br>C(O)(=O)C.O>[Br:18][C:9]1[C:5]([C:1]([CH3:4])([CH3:3])[CH3:2])=[N:6][N:7]([C:11]2[CH:16]=[CH:15][CH:14]=[CH:13][C:12]=2[CH3:17])[C:8]=1[NH2:10]. Reported procedure: To a solution of 3-tert-butyl-1-(2-methylphenyl)-1H-pyrazol-5-amine (1.00 g, 4.36 mmol) in acetic acid (10 mL) was added bromine (662 mg, 0.21 mL, 4.14 mmol) dropwise. The reaction mixture was stirred for 5 min, and then diluted with water (50 mL), causing a solid to precipitate. The solid was collected by filtration, then dissolved in EtOAc (50 mL). The EtOAc solution was then washed with saturated NaHCO3 and brine, dried (Na2SO4), and concentrated under reduced pressure to afford the product (... The reactants are C#CCC1CCCC1, CCOCC, [Li]CCCC, N#COc1ccccc1. Product: N#CC#CCC1CCCC1. As a reaction SMILES: [CH2:1]([C:2]#[CH:3])[CH:4]1[CH2:5][CH2:6][CH2:7][CH2:8]1.[CH3:23][CH2:24][O:25][CH2:26][CH3:27].[CH3:9][CH2:10][CH2:11][CH2:12][Li:13].[N:14]#[C:15][O:16][c:17]1[cH:18][cH:19][cH:20][cH:21][cH:22]1>>[CH2:1]([C:2]#[C:3][C:15]#[N:14])[CH:4]1[CH2:5][CH2:6][CH2:7][CH2:8]1. The product is COc1ccc(OC)c(C(O)C#Cc2ccccc2)c1. Reaction SMILES: [CH3:20][O:21][c:22]1[cH:23][cH:24][c:25]([O:26][CH3:27])[cH:28][c:29]1[CH:30]=[O:31].[F:1][c:2]1[cH:3][cH:4][c:5]([O:18][CH3:19])[c:6]([CH:8]([C:9]#[C:10][c:11]2[cH:12][cH:13][cH:14][cH:15][cH:16]2)[OH:17])[cH:7]1>>[c:2]1([O:21][CH3:20])[cH:3][cH:4][c:5]([O:18][CH3:19])[c:6]([CH:8]([C:9]#[C:10][c:11]2[cH:12][cH:13][cH:14][cH:15][cH:16]2)[OH:17])[cH:7]1. The reactants are COc1ccc(OC)c(C=O)c1, COc1ccc(F)cc1C(O)C#Cc1ccccc1.